Dataset: the Open Reaction Database (ORD), a public repository of structured organic reaction records. Task: describe an organic reaction: reactants, conditions, products, and yield The reactants are CCO, O=C(OCCO)c1cc(-c2ccc(Cl)cc2)c[nH]1, [K+], [OH-], O. The product is O=C(O)c1cc(-c2ccc(Cl)cc2)c[nH]1. As a reaction SMILES: [CH3:22][CH2:23][OH:24].[Cl:1][c:2]1[cH:3][cH:4][c:5](-[c:8]2[cH:9][c:10]([C:13](=[O:14])[O:15][CH2:16][CH2:17][OH:18])[nH:11][cH:12]2)[cH:6][cH:7]1.[K+:20].[OH-:19].[OH2:21]>>[Cl:1][c:2]1[cH:3][cH:4][c:5](-[c:8]2[cH:9][c:10]([C:13](=[O:14])[OH:15])[nH:11][cH:12]2)[cH:6][cH:7]1. Reaction SMILES: [CH2:1]([NH:4][S:5]([C:8]1[CH:9]=[C:10]([CH:14]=[CH:15][C:16]=1[Cl:17])[C:11]([OH:13])=[O:12])(=[O:7])=[O:6])[CH:2]=[CH2:3].[CH3:18][N:19]1[CH2:24][CH2:23][NH:22][CH2:21][CH2:20]1.Cl>CN(C)C=O>[ClH:17].[CH2:1]([NH:4][S:5]([C:8]1[CH:9]=[C:10]([CH:14]=[CH:15][C:16]=1[N:22]1[CH2:23][CH2:24][N:19]([CH3:18])[CH2:20][CH2:21]1)[C:11]([OH:13])=[O:12])(=[O:7])=[O:6])[CH:2]=[CH2:3] |f:4.5|. Procedure: A mixture of 28 g of 3-allylsulfamoyl-4-chlorobenzoic acid, 30 g of N-methylpiperazine and 20 ml of dimethylformamide was heated for 4 hours at 140° C. When the reaction solution was subsequently introduced into 0.3 l of 2N HCl, the monohydrochloride crystallized immediately. The product was then purified by recrystallization from water. Reaction conditions: temperature 140 celsius. The product is Cl.C(C=C)NS(=O)(=O)C=1C=C(C(=O)O)C=CC1N1CCN(CC1)C (3-Allylsulfamoyl-4-(4-methylpiperazine-1-yl)-benzoic acid-hydrochloride). The solvent is CN(C=O)C (dimethylformamide). Reactants: C(C=C)NS(=O)(=O)C=1C=C(C(=O)O)C=CC1Cl (3-allylsulfamoyl-4-chlorobenzoic acid), CN1CCNCC1 (N-methylpiperazine), Cl (HCl). Starting materials: BrCC(=O)OC(C)(C)C (t-butyl bromoacetate), [H-].[Na+] (Sodium hydride), oil, FC1=C(C2=CC=C(C(=C2C=C1)C(F)(F)F)OC)C(=O)NC(OCC)=O (N-[[2-fluoro-6-methoxy-5-(trifluoromethyl)-1-naphthalenyl]carbonyl]carbamic acid, ethyl ester). The solvent is O1CCCC1 (tetrahydrofuran). Conditions: temperature 60 celsius, time 45 minute. The product is FC1=C(C2=CC=C(C(=C2C=C1)C(F)(F)F)OC)C(=O)N(CC(=O)OC(C)(C)C)C(=O)OCC (N-[[2-Fluoro-6-methoxy-5-(trifluoromethyl)-1-naphthalenyl]carbonyl]-N-(ethoxycarbonyl)glycine, 1,1-Dimethylethyl Ester). Yield: 81.0%. As a reaction SMILES: [H-].[Na+].[F:3][C:4]1[CH:13]=[CH:12][C:11]2[C:6](=[CH:7][CH:8]=[C:9]([O:18][CH3:19])[C:10]=2[C:14]([F:17])([F:16])[F:15])[C:5]=1[C:20]([NH:22][C:23](=[O:27])[O:24][CH2:25][CH3:26])=[O:21].Br[CH2:29][C:30]([O:32][C:33]([CH3:36])([CH3:35])[CH3:34])=[O:31]>O1CCCC1>[F:3][C:4]1[CH:13]=[CH:12][C:11]2[C:6](=[CH:7][CH:8]=[C:9]([O:18][CH3:19])[C:10]=2[C:14]([F:16])([F:17])[F:15])[C:5]=1[C:20]([N:22]([C:23]([O:24][CH2:25][CH3:26])=[O:27])[CH2:29][C:30]([O:32][C:33]([CH3:36])([CH3:35])[CH3:34])=[O:31])=[O:21] |f:0.1|. Procedure details: Sodium hydride (80% by weight dispersion in mineral oil 0.208 g, 1.1 eq) was added to a stirred solution of N-[[2-fluoro-6-methoxy-5-(trifluoromethyl)-1-naphthalenyl]carbonyl]carbamic acid, ethyl ester (2.26 g, 6.29 mmol) in anhydrous tetrahydrofuran (75 mL) at room temperature under a dry nitrogen atmosphere. After 45 minutes, the t-butyl bromoacetate (1.52 mL, 1.5 eq) was added and the reaction was heated to 60° C. After 11/4 hours of heating, the reaction was cooled to room temperature and th... The reactants are ClN(C1=C(C=CC=C1)F)C1=NC=NC2=CC(=C(C=C12)OC)O (4-(chloro-2-fluoroanilino)-7-hydroxy-6-methoxyquinazoline), BrCCCOC1OCCCC1 (1-bromo-3-tetrahydropyranyloxypropane), C([O-])([O-])=O.[K+].[K+] (potassium carbonate). Run in CN(C)C=O (DMF), O (water). Conditions: temperature 90 celsius. Product: N1=CN=CC2=CC=CC=C12 (quinazoline). Yield: 172.9%. Reaction SMILES: ClN([C:10]1[C:19]2[C:14](=[CH:15][C:16](O)=[C:17](OC)[CH:18]=2)[N:13]=[CH:12][N:11]=1)C1C=CC=CC=1F.BrCCCOC1CCCCO1.C(=O)([O-])[O-].[K+].[K+]>CN(C=O)C.O>[N:13]1[C:14]2[C:19](=[CH:18][CH:17]=[CH:16][CH:15]=2)[CH:10]=[N:11][CH:12]=1 |f:2.3.4|. Procedure details: A mixture of 4-(chloro-2-fluoroanilino)-7-hydroxy-6-methoxyquinazoline (3.28 g, 10 mmol), (prepared as described for the starting material in Example 2), 1-bromo-3-tetrahydropyranyloxypropane (2.5 g, 11 mmol) and potassium carbonate (5.0 g, 36 mmol) in DMF (50 ml) was stirred and heated at 90° C. for 3 hours. The reaction mixture was allowed to cool, was diluted with water (500 ml) and extracted with ethyl acetate (3×100 ml). The extracts were combined, washed with water (×3), and then brine, an... Starting materials: BrBr (bromine), CC1=CC=C(C2=CC=CC=C12)C=1C2=CC=CC=C2C=C2C=CC=CC12 (9-(4-methylnaphth-1-yl)anthracene). The solvent is ClCCl (dichloromethane), C(C)O (ethanol), ClCCl (dichloromethane). Run at time 12 hour. The product is BrC=1C2=CC=CC=C2C(=C2C=CC=CC12)C1=CC=C(C2=CC=CC=C12)C (9-Bromo-10-(4-methylnaphth-1-yl)anthracene). Reaction SMILES: [Br:1]Br.[CH3:3][C:4]1[C:13]2[C:8](=[CH:9][CH:10]=[CH:11][CH:12]=2)[C:7]([C:14]2[C:15]3[C:20]([CH:21]=[C:22]4[C:27]=2[CH:26]=[CH:25][CH:24]=[CH:23]4)=[CH:19][CH:18]=[CH:17][CH:16]=3)=[CH:6][CH:5]=1>ClCCl.C(O)C>[Br:1][C:21]1[C:22]2[C:27]([C:14]([C:7]3[C:8]4[C:13](=[CH:12][CH:11]=[CH:10][CH:9]=4)[C:4]([CH3:3])=[CH:5][CH:6]=3)=[C:15]3[C:20]=1[CH:19]=[CH:18][CH:17]=[CH:16]3)=[CH:26][CH:25]=[CH:24][CH:23]=2. Procedure details: A mixture of 18.0 ml (352 mmol) of bromine in 100 ml of dichloromethane is added dropwise with vigorous stirring to a solution of 102.0 g (320 mmol) of 9-(4-methylnaphth-1-yl)anthracene in 2000 ml of dichloromethane at −5° C., and the mixture is stirred at room temperature for 12 h. The suspension is subsequently diluted with 1000 ml of ethanol. The precipitated solid is filtered off with suction, washed with 500 ml of a mixture of water and ethanol (1:1, v:v) and three times with 200 ml of etha... Reactants: CC(C)(C)OC(=O)N[C@H](C(=O)OC)CC#CC1=CC=C(C=C1)NCC1=C(C=CC=C1)F (Methyl (2S)-2-({[(1,1-dimethylethyl)oxy]carbonyl}amino)-5-(4-{[(2-fluorophenyl)methyl]amino}phenyl)-4-pentynoate), N (NH3). The solvent is C(Cl)Cl (DCM), O (water). Yields the product N[C@H](C(=O)OC)CC#CC1=CC=C(C=C1)NCC1=C(C=CC=C1)F (Methyl (2S)-2-amino-5-(4-{[(2-fluorophenyl)methyl]amino}phenyl)-4-pentynoate). The yield is 89.9%. Reaction SMILES: CC(OC([NH:8][C@@H:9]([CH2:14][C:15]#[C:16][C:17]1[CH:22]=[CH:21][C:20]([NH:23][CH2:24][C:25]2[CH:30]=[CH:29][CH:28]=[CH:27][C:26]=2[F:31])=[CH:19][CH:18]=1)[C:10]([O:12][CH3:13])=[O:11])=O)(C)C.N>C(Cl)Cl.O>[NH2:8][C@@H:9]([CH2:14][C:15]#[C:16][C:17]1[CH:22]=[CH:21][C:20]([NH:23][CH2:24][C:25]2[CH:30]=[CH:29][CH:28]=[CH:27][C:26]=2[F:31])=[CH:19][CH:18]=1)[C:10]([O:12][CH3:13])=[O:11]. Procedure: A solution of methyl (2S)-2-({[(1,1-dimethylethyl)oxy]carbonyl}amino)-5-(4-{[(2-fluorophenyl)methyl]amino}phenyl)-4-pentynoate (D65, 192 mg, 0.450 mmol) in DCM containing 5% TFA (10.5 ml) was stirred at room temperature for 4.5 h. Then 28% NH3 in water was added and the mixture was extracted with DCM. The combined organic layers were dried (Na2SO4), filtered and evaporated to afford the title compound (132 mg). The crude product was used unpurified in the next step. UPLC: 0.56 min, MS: (ES/+) m/... Reactants: BrC=1C=C(C(=NC1)C#N)F (5-bromo-3-fluoropicolinonitrile), [Br-].C1(CC1)[Zn+] (cyclopropyl zinc bromide). The reagents and catalysts are C=1C=CC(=CC1)[P](C=2C=CC=CC2)(C=3C=CC=CC3)[Pd]([P](C=4C=CC=CC4)(C=5C=CC=CC5)C=6C=CC=CC6)([P](C=7C=CC=CC7)(C=8C=CC=CC8)C=9C=CC=CC9)[P](C=1C=CC=CC1)(C=1C=CC=CC1)C=1C=CC=CC1 (Pd(PPh3)4). Run in C1CCOC1 (THF). Reaction conditions: temperature 80 celsius. Product: C1(CC1)C=1C=C(C(=NC1)C#N)F (5-cyclopropyl-3-fluoropicolinonitrile). As a reaction SMILES: Br[C:2]1[CH:3]=[C:4]([F:10])[C:5]([C:8]#[N:9])=[N:6][CH:7]=1.[Br-].[CH:12]1([Zn+])[CH2:14][CH2:13]1>C1COCC1.C1C=CC([P]([Pd]([P](C2C=CC=CC=2)(C2C=CC=CC=2)C2C=CC=CC=2)([P](C2C=CC=CC=2)(C2C=CC=CC=2)C2C=CC=CC=2)[P](C2C=CC=CC=2)(C2C=CC=CC=2)C2C=CC=CC=2)(C2C=CC=CC=2)C2C=CC=CC=2)=CC=1>[CH:12]1([C:2]2[CH:3]=[C:4]([F:10])[C:5]([C:8]#[N:9])=[N:6][CH:7]=2)[CH2:14][CH2:13]1 |f:1.2,^1:24,26,45,64|. Procedure details: To solution of 5-bromo-3-fluoropicolinonitrile (603 mg, 3.0 mmol) and Pd(PPh3)4 (173 mg, 0.15 mmol) in 10 mL of THF was added cyclopropyl zinc bromide (0.5 M, 10 mL) under N2. After being heated 80° C. for 4 h, the mixture was cooled to room temperature and quenched with sat. NH4CL (aq). The mixture was extracted with EtOAc (3×) and the combined organic layers were washed with sat. NaHCO3 (aq.) and brine, dried (MgSO4), and concentrated. The crude product was purified by silica gel chromatograph...